Task: describe an organic reaction: reactants, conditions, products, and yield. Dataset: the Open Reaction Database (ORD), a public repository of structured organic reaction records Reactants: C(C=C)C1(CN2C(O1)=NC(=C2)[N+](=O)[O-])C2=CC=C(C=C2)Br (2-Allyl-2-(4-bromo-phenyl)-6-nitro-2,3-dihydro-imidazo[2,1-b]oxazole), FC=1C=C(C=CC1B1OC(C(O1)(C)C)(C)C)N1C(OC(C1)CNC(C)=O)=O (N-{3-[3-Fluoro-4-(4,4,5,5-tetramethyl-[1,3,2]dioxaborolan-2-yl)-phenyl]-2-oxo-oxazolidin-5-ylmethyl}-acetamide), C(=O)([O-])[O-].[K+].[K+] (K2CO3). Reagents/catalysts: C=1C=CC(=CC1)[P](C=2C=CC=CC2)(C=3C=CC=CC3)[Pd]([P](C=4C=CC=CC4)(C=5C=CC=CC5)C=6C=CC=CC6)([P](C=7C=CC=CC7)(C=8C=CC=CC8)C=9C=CC=CC9)[P](C=1C=CC=CC1)(C=1C=CC=CC1)C=1C=CC=CC1 (Pd(PPh3)4). The solvent is CN(C)C=O.O (DMF H2O). Reaction conditions: temperature 80 celsius, time 2 hour. The product is C(C=C)C1(CN2C(O1)=NC(=C2)[N+](=O)[O-])C2=CC=C(C=C2)C2=C(C=C(C=C2)N2C(OC(C2)CNC(C)=O)=O)F (N-{3-[4′-(2-Allyl-6-nitro-2,3-dihydro-imidazo[2,1-b]oxazol-2-yl)-2-fluoro-biphenyl-4-yl]-2-oxo-oxazolidin-5-ylmethyl}-acetamide), yellow solid. Reaction SMILES: [CH2:1]([C:4]1([C:15]2[CH:20]=[CH:19][C:18](Br)=[CH:17][CH:16]=2)[O:8][C:7]2=[N:9][C:10]([N+:12]([O-:14])=[O:13])=[CH:11][N:6]2[CH2:5]1)[CH:2]=[CH2:3].[F:22][C:23]1[CH:24]=[C:25]([N:38]2[CH2:42][CH:41]([CH2:43][NH:44][C:45](=[O:47])[CH3:46])[O:40][C:39]2=[O:48])[CH:26]=[CH:27][C:28]=1B1OC(C)(C)C(C)(C)O1.C([O-])([O-])=O.[K+].[K+]>C1C=CC([P]([Pd]([P](C2C=CC=CC=2)(C2C=CC=CC=2)C2C=CC=CC=2)([P](C2C=CC=CC=2)(C2C=CC=CC=2)C2C=CC=CC=2)[P](C2C=CC=CC=2)(C2C=CC=CC=2)C2C=CC=CC=2)(C2C=CC=CC=2)C2C=CC=CC=2)=CC=1.CN(C=O)C.O>[CH2:1]([C:4]1([C:15]2[CH:20]=[CH:19][C:18]([C:28]3[CH:27]=[CH:26][C:25]([N:38]4[CH2:42][CH:41]([CH2:43][NH:44][C:45](=[O:47])[CH3:46])[O:40][C:39]4=[O:48])=[CH:24][C:23]=3[F:22])=[CH:17][CH:16]=2)[O:8][C:7]2=[N:9][C:10]([N+:12]([O-:14])=[O:13])=[CH:11][N:6]2[CH2:5]1)[CH:2]=[CH2:3] |f:2.3.4,6.7,^1:58,60,79,98|. Procedure: The title compound was synthesized according to the reaction scheme shown in FIG. 21. To a mixture of 2-Allyl-2-(4-bromo-phenyl)-6-nitro-2,3-dihydro-imidazo[2,1-b]oxazole (80 mg, 0.229 mmol), N-{3-[3-Fluoro-4-(4,4,5,5-tetramethyl-[1,3,2]dioxaborolan-2-yl)-phenyl]-2-oxo-oxazolidin-5-ylmethyl}-acetamide (104 mg, 0.274 mmol), Pd(PPh3)4 (53 mg, 0.046 mmol) and K2CO3 (240 mg, 0.458 mmol) was added anhydrous DMF/H2O (4 mL/0.4 mL, 4.4 mL total) under N2. The reaction mixture was stirred for 2 h at 80° ... Reactants: COC(C1=C(C=C(C=C1)Br)Cl)=O (4-bromo-2-chlorobenzoic acid methyl ester), CN(CC#C)C (1-dimethylamino-2-propyne). The reagents and catalysts are Cl[Pd]([P](C1=CC=CC=C1)(C2=CC=CC=C2)C3=CC=CC=C3)([P](C4=CC=CC=C4)(C5=CC=CC=C5)C6=CC=CC=C6)Cl (bis(triphenylphosphine)palladium(II) chloride), [Cu]I (copper (I) iodide). Solvent: C(C)N(CC)CC (triethylamine). Run at temperature 60 celsius. Product: COC(C1=C(C=C(C=C1)C#CCN(C)C)Cl)=O (2-Chloro-4-(3-dimethylaminopropyn-1-yl)-benzoic acid methyl ester). Isolated yield 93.6%. As a reaction SMILES: [CH3:1][O:2][C:3](=[O:12])[C:4]1[CH:9]=[CH:8][C:7](Br)=[CH:6][C:5]=1[Cl:11].[CH3:13][N:14]([CH3:18])[CH2:15][C:16]#[CH:17]>C(N(CC)CC)C.Cl[Pd](Cl)([P](C1C=CC=CC=1)(C1C=CC=CC=1)C1C=CC=CC=1)[P](C1C=CC=CC=1)(C1C=CC=CC=1)C1C=CC=CC=1.[Cu]I>[CH3:1][O:2][C:3](=[O:12])[C:4]1[CH:9]=[CH:8][C:7]([C:17]#[C:16][CH2:15][N:14]([CH3:18])[CH3:13])=[CH:6][C:5]=1[Cl:11] |^1:28,47|. Reported procedure: Under an atmosphere of nitrogen, a mixture of 4-bromo-2-chlorobenzoic acid methyl ester (25.13 g, 101 mmol), 1-dimethylamino-2-propyne (16 mL, 150 mmol), bis(triphenylphosphine)palladium(II) chloride (1.0 g) and copper (I) iodide (0.15 g) in 100 mL of triethylamine was heated at 60° C. for 2 hours. The cooled reaction mixture was filtered through Solka floc and the cake was washed with ethyl acetate. The filtrate was partitioned between ethyl acetate and dilute aqueous sodium thiosulfate. The or... The reactants are CC(=O)O, CCOC(=O)c1cn(C2CC2)c2c(OC)c(F)c(Cl)c([N+](=O)[O-])c2c1=O, [Fe]. RXN SMILES: [C:27]([OH:28])(=[O:29])[CH3:30].[Cl:1][c:2]1[c:3]([N+:24]([O-:25])=[O:26])[c:4]2[c:5](=[O:23])[c:6]([C:18](=[O:19])[O:20][CH2:21][CH3:22])[cH:7][n:8]([CH:15]3[CH2:16][CH2:17]3)[c:9]2[c:10]([O:13][CH3:14])[c:11]1[F:12].[Fe:31]>>[Cl:1][c:2]1[c:3]([NH2:24])[c:4]2[c:5](=[O:23])[c:6]([C:18](=[O:19])[O:20][CH2:21][CH3:22])[cH:7][n:8]([CH:15]3[CH2:16][CH2:17]3)[c:9]2[c:10]([O:13][CH3:14])[c:11]1[F:12]. Yields the product CCOC(=O)c1cn(C2CC2)c2c(OC)c(F)c(Cl)c(N)c2c1=O. Starting materials: CC(C)(C)OC(=O)NC1CCN(CC2CCN(C(=O)OCc3ccccc3)CC2)CC1, CCO, O. Yields the product CC(C)(C)OC(=O)NC1CCN(CC2CCNCC2)CC1. Reaction SMILES: [CH2:1]([O:2][C:3](=[O:4])[N:11]1[CH2:12][CH2:13][CH:14]([CH2:17][N:18]2[CH2:19][CH2:20][CH:21]([NH:24][C:25](=[O:26])[O:27][C:28]([CH3:29])([CH3:30])[CH3:31])[CH2:22][CH2:23]2)[CH2:15][CH2:16]1)[c:5]1[cH:6][cH:7][cH:8][cH:9][cH:10]1.[CH3:32][CH2:33][OH:34].[OH2:35]>>[NH:11]1[CH2:12][CH2:13][CH:14]([CH2:17][N:18]2[CH2:19][CH2:20][CH:21]([NH:24][C:25](=[O:26])[O:27][C:28]([CH3:29])([CH3:30])[CH3:31])[CH2:22][CH2:23]2)[CH2:15][CH2:16]1. Starting materials: Cc1ccc(NC(=O)c2cccc(C(F)(F)F)c2)cc1NC(=O)N(C)c1cc(Cl)ncn1, Nc1ccc(N2CCOCC2)cc1, CN(C)C=O, Cc1ccc(S(=O)(=O)O)cc1. The product is Cc1ccc(NC(=O)c2cccc(C(F)(F)F)c2)cc1NC(=O)N(C)c1cc(Nc2ccc(N3CCOCC3)cc2)ncn1. Reaction SMILES: [Cl:1][c:2]1[cH:3][c:4]([N:8]([C:9]([NH:10][c:11]2[cH:12][c:13]([NH:18][C:19]([c:20]3[cH:21][c:22]([C:26]([F:27])([F:28])[F:29])[cH:23][cH:24][cH:25]3)=[O:30])[cH:14][cH:15][c:16]2[CH3:17])=[O:31])[CH3:32])[n:5][cH:6][n:7]1.[O:44]1[CH2:45][CH2:46][N:47]([c:50]2[cH:51][cH:52][c:53]([NH2:56])[cH:54][cH:55]2)[CH2:48][CH2:49]1.[O:57]=[CH:58][N:59]([CH3:60])[CH3:61].[c:33]1([CH3:34])[cH:35][cH:36][c:37]([S:38]([OH:39])(=[O:40])=[O:41])[cH:42][cH:43]1>>[c:2]1([NH:56][c:53]2[cH:52][cH:51][c:50]([N:47]3[CH2:46][CH2:45][O:44][CH2:49][CH2:48]3)[cH:55][cH:54]2)[cH:3][c:4]([N:8]([C:9]([NH:10][c:11]2[cH:12][c:13]([NH:18][C:19]([c:20]3[cH:21][c:22]([C:26]([F:27])([F:28])[F:29])[cH:23][cH:24][cH:25]3)=[O:30])[cH:14][cH:15][c:16]2[CH3:17])=[O:31])[CH3:32])[n:5][cH:6][n:7]1.